The task is: describe an organic reaction: reactants, conditions, products, and yield. This data is from the Open Reaction Database (ORD), a public repository of structured organic reaction records. The reactants are CCOC(=O)C1CN(C(=O)OC(C)(C)C)CCC1=O, CCCCCCCN, Cc1ccccc1. Yields the product CCCCCCCNC1=C(C(=O)OCC)CN(C(=O)OC(C)(C)C)CC1. As a reaction SMILES: [C:1]([CH3:2])([CH3:3])([CH3:4])[O:5][C:6](=[O:7])[N:8]1[CH2:9][CH:10]([C:15](=[O:16])[O:17][CH2:18][CH3:19])[C:11](=[O:14])[CH2:12][CH2:13]1.[CH2:20]([CH2:21][CH2:22][CH2:23][CH2:24][CH2:25][CH3:26])[NH2:27].[CH3:28][c:29]1[cH:30][cH:31][cH:32][cH:33][cH:34]1>>[C:1]([CH3:2])([CH3:3])([CH3:4])[O:5][C:6](=[O:7])[N:8]1[CH2:9][C:10]([C:15](=[O:16])[O:17][CH2:18][CH3:19])=[C:11]([NH:27][CH2:20][CH2:21][CH2:22][CH2:23][CH2:24][CH2:25][CH3:26])[CH2:12][CH2:13]1. Procedure: The working solution for running the shaker tube experiments was made up according to the following procedure: First a one liter solution was made up in the following manner; 250 ml of high purity low conductivity (HPLC) water, 50 ml of 1N sulfuric acid, 100 ml of 0.05 phosphoric acid. One hundred milliliters of a sodium bromide solution was made up by adding 0.515 g NaBr to one liter of water. These were mixed together to give a final concentration of 0.025 M sulfuric acid, 0.005 M phosphoric a... Reaction SMILES: [S:1](=[O:5])(=[O:4])([OH:3])[OH:2].[P:6](=[O:10])([OH:9])([OH:8])[OH:7].[Br-:11].[Na+]>O>[S:1](=[O:3])(=[O:2])([OH:5])[OH:4].[P:6](=[O:7])([OH:10])([OH:9])[OH:8].[Br-:11] |f:2.3|. The solvent is O (water), O (water). Yields the product S(O)(O)(=O)=O (sulfuric acid), P(O)(O)(O)=O (phosphoric acid), [Br-] (bromide). The reactants are S(O)(O)(=O)=O (sulfuric acid), 0.05, [Br-].[Na+] (sodium bromide), [Na+].[Br-] (NaBr), solution, P(O)(O)(O)=O (phosphoric acid). Starting materials: [BH4-], CCOC(=O)c1csc(CN(C)C)n1, CC(C)O, Cl, [Na+], O. Product: CN(C)Cc1nc(CO)cs1, Cl. As a reaction SMILES: [BH4-:15].[CH3:1][N:2]([CH3:3])[CH2:4][c:5]1[s:6][cH:7][c:8]([C:10](=[O:11])[O:12][CH2:13][CH3:14])[n:9]1.[CH:17]([OH:18])([CH3:19])[CH3:20].[ClH:21].[Na+:16].[OH2:22]>>[CH3:1][N:2]([CH3:3])[CH2:4][c:5]1[s:6][cH:7][c:8]([CH2:10][OH:11])[n:9]1.[ClH:21]. Starting materials: ClC1=C(C=C(N=N1)NN)N1CCCC1 (6-chloro-5-(pyrrolidin-1-yl)pyridazin-3-ylhydrazine), C(C1=CC=CC=C1)=O (benzaldehyde), [OH-].[Na+] (sodium hydroxide). The solvent is Cl (hydrochloric acid). Reaction conditions: temperature 60 celsius, time 15 minute. Product: C(C1=CC=CC=C1)=NNC=1N=NC(=C(C1)N1CCCC1)Cl (N-Benzylidene-N′-[6-chloro-5-(pyrrolidin-1-yl)pyridazin-3-yl]hydrazine). The yield is 73.6%. Reaction SMILES: [Cl:1][C:2]1[N:7]=[N:6][C:5]([NH:8][NH2:9])=[CH:4][C:3]=1[N:10]1[CH2:14][CH2:13][CH2:12][CH2:11]1.[CH:15](=O)[C:16]1[CH:21]=[CH:20][CH:19]=[CH:18][CH:17]=1.[OH-].[Na+]>Cl>[CH:15](=[N:9][NH:8][C:5]1[N:6]=[N:7][C:2]([Cl:1])=[C:3]([N:10]2[CH2:11][CH2:12][CH2:13][CH2:14]2)[CH:4]=1)[C:16]1[CH:21]=[CH:20][CH:19]=[CH:18][CH:17]=1 |f:2.3|. Procedure: To a solution of 6-chloro-5-(pyrrolidin-1-yl)pyridazin-3-ylhydrazine (14 g, 0.063 mol) in 0.1 N hydrochloric acid (600 ml) was added benzaldehyde (6.4 ml, 0.063 mol) dropwise at room temperature. The mixture was stirred at 60° C. for 15 min, yielding a thick slurry. The pH of the solvent was adjusted to ˜11 with 4 N aqueous sodium hydroxide solution, and the precipitate filtered off. The residue was washed with water, ethanol and diethyl ether, yielding the title compound as a white solid (14 g,... Reactants: C(C)C1=NN(C2=CC=CC(=C12)NC(=O)C1=CN=C2N1C=CC(=C2)CC=O)CC2=NC(=CC=C2)C (N-(3-ethyl-1-((6-methylpyridin-2-yl)methyl)-1H-indazol-4-yl)-7-(2-oxoethyl)imidazo[1,2-a]pyridine-3-carboxamide), COCCN (2-methoxyethanamine). Yields the product COCCNCCC1=CC=2N(C=C1)C(=CN2)C(=O)NC2=C1C(=NN(C1=CC=C2)CC2=NC(=CC=C2)C)C (7-(2-(2-methoxyethylamino)ethyl)-N-(3-methyl-1-((6-methylpyridin-2-yl)methyl)-1H-indazol-4-yl)imidazo[1,2-a]pyridine-3-carboxamide). RXN SMILES: [CH2:1]([C:3]1[C:11]2[C:6](=[CH:7][CH:8]=[CH:9][C:10]=2[NH:12][C:13]([C:15]2[N:19]3[CH:20]=[CH:21][C:22]([CH2:24][CH:25]=O)=[CH:23][C:18]3=[N:17][CH:16]=2)=[O:14])[N:5]([CH2:27][C:28]2[CH:33]=[CH:32][CH:31]=[C:30]([CH3:34])[N:29]=2)[N:4]=1)C.[CH3:35][O:36][CH2:37][CH2:38][NH2:39]>>[CH3:35][O:36][CH2:37][CH2:38][NH:39][CH2:25][CH2:24][C:22]1[CH:21]=[CH:20][N:19]2[C:15]([C:13]([NH:12][C:10]3[CH:9]=[CH:8][CH:7]=[C:6]4[C:11]=3[C:3]([CH3:1])=[N:4][N:5]4[CH2:27][C:28]3[CH:33]=[CH:32][CH:31]=[C:30]([CH3:34])[N:29]=3)=[O:14])=[CH:16][N:17]=[C:18]2[CH:23]=1. Procedure: Prepared according to procedure for Example 72 from N-(3-ethyl-1-((6-methylpyridin-2-yl)methyl)-1H-indazol-4-yl)-7-(2-oxoethyl)imidazo[1,2-a]pyridine-3-carboxamide and 2-methoxyethanamine. MS (ES+APCI) m/z=498 (M+H) detected. Reactants: O=C([O-])[O-], C1CCOC1, CC1(C)OB(c2ccc(F)cc2)OC1(C)C, COC(=O)c1cc(Br)ccc1NC(=O)COCC(=O)N1CCN(C(c2ccccc2)c2ccccc2)CC1, [Cs+], [Cs+]. Yields the product COC(=O)c1cc(-c2ccc(F)cc2)ccc1NC(=O)COCC(=O)N1CCN(C(c2ccccc2)c2ccccc2)CC1. As a reaction SMILES: [C:55](=[O:56])([O-:57])[O-:58].[CH2:61]1[O:62][CH2:63][CH2:64][CH2:65]1.[CH3:39][C:40]1([CH3:41])[C:42]([CH3:43])([CH3:44])[O:45][B:46]([c:47]2[cH:48][cH:49][c:50]([F:53])[cH:51][cH:52]2)[O:54]1.[CH:1]([c:2]1[cH:3][cH:4][cH:5][cH:6][cH:7]1)([c:8]1[cH:9][cH:10][cH:11][cH:12][cH:13]1)[N:14]1[CH2:15][CH2:16][N:17]([C:20]([CH2:21][O:22][CH2:23][C:24](=[O:25])[NH:26][c:27]2[c:28]([C:29](=[O:30])[O:31][CH3:32])[cH:33][c:34]([Br:37])[cH:35][cH:36]2)=[O:38])[CH2:18][CH2:19]1.[Cs+:59].[Cs+:60]>>[CH:1]([c:2]1[cH:3][cH:4][cH:5][cH:6][cH:7]1)([c:8]1[cH:9][cH:10][cH:11][cH:12][cH:13]1)[N:14]1[CH2:15][CH2:16][N:17]([C:20]([CH2:21][O:22][CH2:23][C:24](=[O:25])[NH:26][c:27]2[c:28]([C:29](=[O:30])[O:31][CH3:32])[cH:33][c:34](-[c:47]3[cH:48][cH:49][c:50]([F:53])[cH:51][cH:52]3)[cH:35][cH:36]2)=[O:38])[CH2:18][CH2:19]1.